Dataset: the Open Reaction Database (ORD), a public repository of structured organic reaction records. Task: describe an organic reaction: reactants, conditions, products, and yield The reactants are BrC1=CC=2NC(NC(C2S1)=O)(C)C (6-bromo-2,2-dimethyl-2,3-dihydrothieno[3,2-d]pyrimidin-4(1H)-one), CC1=NN(C=C1B1OC(C(O1)(C)C)(C)C)C(=O)OC(C)(C)C (tert-butyl 3-methyl-4-(4,4,5,5-tetramethyl-1,3,2-dioxaborolan-2-yl)-1H-pyrazole-1-carboxylate), C([O-])([O-])=O.[Cs+].[Cs+] (cesium carbonate), 1,1′-bis(diphenylphosphino) ferrocenepalladium (II) dichloride dichloromethane, C([O-])([O-])=O.[Na+].[Na+] (sodium carbonate), [OH-].[Na+] (NaOH). Solvent: O (water), COCCOC (1,2-dimethoxyethane), CCOC(=O)C (EtOAc), O (water). Reaction conditions: time 30 minute. The product is CC1(NC(C2=C(N1)C=C(S2)C=2C=NNC2C)=O)C (2,2-dimethyl-6-(5-methyl-1H-pyrazol-4-yl)-2,3-dihydrothieno[3,2-d]pyrimidin-4(1H)-one). Isolated yield 59.5%. Reaction SMILES: Br[C:2]1[S:10][C:9]2[C:8](=[O:11])[NH:7][C:6]([CH3:13])([CH3:12])[NH:5][C:4]=2[CH:3]=1.[CH3:14][C:15]1[C:19](B2OC(C)(C)C(C)(C)O2)=[CH:18][N:17](C(OC(C)(C)C)=O)[N:16]=1.C(=O)([O-])[O-].[Cs+].[Cs+].C(=O)([O-])[O-].[Na+].[Na+].[OH-].[Na+]>CCOC(C)=O.O.COCCOC>[CH3:12][C:6]1([CH3:13])[NH:5][C:4]2[CH:3]=[C:2]([C:19]3[CH:18]=[N:17][NH:16][C:15]=3[CH3:14])[S:10][C:9]=2[C:8](=[O:11])[NH:7]1 |f:2.3.4,5.6.7,8.9|. Reported procedure: A mixture of 6-bromo-2,2-dimethyl-2,3-dihydrothieno[3,2-d]pyrimidin-4(1H)-one (522 mg, 2 mmol), tert-butyl 3-methyl-4-(4,4,5,5-tetramethyl-1,3,2-dioxaborolan-2-yl)-1H-pyrazole-1-carboxylate (1.85 g, 6.00 mmol), cesium carbonate (3.26 g, 10.0 mmol), 1,2-dimethoxyethane (20 mL) and water (5 mL) was purged with argon. Then, 1,1′-bis(diphenylphosphino) ferrocenepalladium (II) dichloride dichloromethane adduct (163 mg, 0.20 mmol) was added, and the mixture was purged with argon again. The mixture was... The reactants are Cl (HCl), O1CC1 (oxirane), ( 2 ), III, phosphates, ( 1 ), mono-C12 -C18 -alkyl ethers, phosphate ester, C1=CC2=C3C(=CC=C4C3=C1C(=O)C(C4=O)Br)C(=O)C(C2=O)Br (TSCA), O1CC1 (oxirane). The product is C(CCCCC(C)C)O (isooctyl alcohol). RXN SMILES: Cl.[CH:2]1[C:11]2[C:12](C(Br)C(=O)C3[C:10]=2[C:5]2[C:6](C(C(Br)C(=O)[C:4]=2[CH:3]=1)=O)=CC=3)=[O:13].O1CC1>>[CH2:12]([OH:13])[CH2:11][CH2:2][CH2:3][CH2:4][CH:5]([CH3:10])[CH3:6]. Reported procedure: Using the same screening procedure, 40 ml. of 15 wt. % HCl was mixed with 5 ml. of a phosphate ester surfactant sold under the trade name Klearfac AA-420 by BASF Wyandotte Corporation and identified (see Toxic Substances Control Act (TSCA) Chemical Substance Inventory, vol III, "User Guide and Indices to the Initial Inventory; Substance Name Index", May 1979) as oxirane, methyl-, polymer with oxirane, mono-C12 -C18 -alkyl ethers, phosphates consistent with the formulas (1) and (2). A clear solut... Product: NC(=NO)c1ccc(-c2ccc(OCc3ccccc3)cc2)o1. Starting materials: N#Cc1ccc(-c2ccc(OCc3ccccc3)cc2)o1, CCO, Cl, [K+], NO, [OH-]. RXN SMILES: [CH2:1]([c:2]1[cH:3][cH:4][cH:5][cH:6][cH:7]1)[O:8][c:9]1[cH:10][cH:11][c:12](-[c:15]2[cH:16][cH:17][c:18]([C:20]#[N:21])[o:19]2)[cH:13][cH:14]1.[CH3:27][CH2:28][OH:29].[ClH:22].[K+:26].[NH2:23][OH:24].[OH-:25]>>[CH2:1]([c:2]1[cH:3][cH:4][cH:5][cH:6][cH:7]1)[O:8][c:9]1[cH:10][cH:11][c:12](-[c:15]2[cH:16][cH:17][c:18]([C:20]([NH2:21])=[N:23][OH:24])[o:19]2)[cH:13][cH:14]1.